From a dataset of the Open Reaction Database (ORD), a public repository of structured organic reaction records. describe an organic reaction: reactants, conditions, products, and yield The reactants are O1C2=C(CC1CO)C=CC=1CCCC12 ((±)-3,6,7,8-tetrahydro-2H-indeno[4,5-b]furan-2-ylmethanol), C1(=CC=CC=C1)P(C1=CC=CC=C1)C1=CC=CC=C1 (triphenylphoshine), C1(C=2C(C(N1)=O)=CC=CC2)=O (phthalimide), CCOC(=O)/N=N/C(=O)OCC (diethylazodicarboxylate). The solvent is O1CCCC1 (tetrahydrofuran). Conditions: time 12 hour. Product: O1C2=C(CC1CN1C(C3=CC=CC=C3C1=O)=O)C=CC=1CCCC12 ((±)-2-(3,6,7,8-tetrahydro-2H-indeno[4,5-b]furan-2-ylmethyl)-1H-isoindole-1,3(2H)-dione). The yield is 77.4%. RXN SMILES: [O:1]1[CH:5]([CH2:6]O)[CH2:4][C:3]2[CH:8]=[CH:9][C:10]3[CH2:11][CH2:12][CH2:13][C:14]=3[C:2]1=2.C1(P(C2C=CC=CC=2)C2C=CC=CC=2)C=CC=CC=1.[C:34]1(=[O:44])[NH:38][C:37](=[O:39])[C:36]2=[CH:40][CH:41]=[CH:42][CH:43]=[C:35]12.CCOC(/N=N/C(OCC)=O)=O>O1CCCC1>[O:1]1[CH:5]([CH2:6][N:38]2[C:34](=[O:44])[C:35]3[C:36](=[CH:40][CH:41]=[CH:42][CH:43]=3)[C:37]2=[O:39])[CH2:4][C:3]2[CH:8]=[CH:9][C:10]3[CH2:11][CH2:12][CH2:13][C:14]=3[C:2]1=2. Reported procedure: To a solution of (±)-3,6,7,8-tetrahydro-2H-indeno[4,5-b]furan-2-ylmethanol (0.500 g, 2.63 mmol) in tetrahydrofuran (25 mL) was added triphenylphoshine (1.03 g, 3.94 mmol), phthalimide (0.58 g, 3.94 mmol) followed by diethylazodicarboxylate (0.687 g, 3.94 mmol) and the reaction mixture was allowed to stir at room temperature for 12 h. The reaction was quenched by the addition of water (5 mL) and the solvent was removed in vacuo. Purification by flash column chromatography (silica, ethyl acetate:h... Starting materials: C1(=CC=CC=C1)C(C1=CC=CC=C1)OC(=S)C1=C(CS[C@H]2N1C([C@H]2NC(\C(=N/OC(C2=CC=CC=C2)(C2=CC=CC=C2)C2=CC=CC=C2)\C=2N=C(SC2)NC(=O)OC(C)(C)C)=O)=O)CSC2=NN(N=C2)C (7β-[(Z)-2-(2-t-butoxycarbonylaminothiazol-4-yl)-2-trityloxyiminoacetamido]-3-(2-methyl-1,2,3-triazol-4-yl)thiomethylthio-3-cephem-4-carboxylic acid diphenylmethyl ester), [N+](=O)([O-])C (nitromethane), [Cl-].[Al+3].[Cl-].[Cl-] (aluminum chloride). Run in C1(=CC=CC=C1)OC (anisole), C1(=CC=CC=C1)OC (anisole), Cl (hydrochloric acid), O (water). Reaction conditions: time 1 hour. Yields the product NC=1SC=C(N1)/C(/C(=O)N[C@H]1[C@@H]2N(C(=C(CS2)CSC2=NN(N=C2)C)C(=S)O)C1=O)=N/O (7β-[(Z)-2-(2-aminothiazol-4-yl)-2-hydroxyiminoacetamido]-3-(2-methyl-1,2,3-triazol-4-yl)thiomethylthio-3-cephem-4-carboxylic acid). The yield is 77.7%. RXN SMILES: C1(C([O:14][C:15]([C:17]2[N:22]3[C:23](=[O:63])[C@@H:24]([NH:25][C:26](=[O:62])/[C:27](/[C:49]4[N:50]=[C:51]([NH:54]C(OC(C)(C)C)=O)[S:52][CH:53]=4)=[N:28]\[O:29]C(C4C=CC=CC=4)(C4C=CC=CC=4)C4C=CC=CC=4)[C@H:21]3[S:20][CH2:19][C:18]=2[CH2:64][S:65][C:66]2[CH:70]=[N:69][N:68]([CH3:71])[N:67]=2)=[S:16])C2C=CC=CC=2)C=CC=CC=1.[N+](C)([O-])=O.[Cl-].[Al+3].[Cl-].[Cl-]>C1(OC)C=CC=CC=1.Cl.O>[NH2:54][C:51]1[S:52][CH:53]=[C:49](/[C:27](=[N:28]/[OH:29])/[C:26]([NH:25][C@@H:24]2[C:23](=[O:63])[N:22]3[C:17]([C:15]([OH:14])=[S:16])=[C:18]([CH2:64][S:65][C:66]4[CH:70]=[N:69][N:68]([CH3:71])[N:67]=4)[CH2:19][S:20][C@H:21]23)=[O:62])[N:50]=1 |f:2.3.4.5|. Procedure details: To a solution of 7β-[(Z)-2-(2-t-butoxycarbonylaminothiazol-4-yl)-2-trityloxyiminoacetamido]-3-(2-methyl-1,2,3-triazol-4-yl)thiomethylthio-3-cephem-4-carboxylic acid diphenylmethyl ester (1.39 g: 1.34 mMol.) in a mixture anisole (5 ml) and nitromethane (20 ml) is added dropwise a solution of aluminum chloride (1.43 g: 10.8 mMol.) in anisole (5 ml) at -40° C. After stirring at -30° to -40° C. for 1 hour, the mixture is diluted with 1N-hydrochloric acid (11 ml) and water and washed with ethyl aceta... The reactants are COC=1C=C(C=O)C=C(C1OC)OC (3,4,5-trimethoxybenzaldehyde), C(C)OC(CC(=O)C(=O)OCC)=O (oxalacetic acid diethyl ester), C(C)OC(\C=C(\C)/N)=O (β-aminocrotonic acid ethyl ester). RXN SMILES: [CH3:1][O:2][C:3]1[CH:4]=[C:5]([CH:8]=[C:9]([O:13][CH3:14])[C:10]=1[O:11][CH3:12])[CH:6]=O.[CH2:15]([O:17][C:18](=[O:27])[CH2:19][C:20]([C:22]([O:24][CH2:25][CH3:26])=[O:23])=O)[CH3:16].[CH2:28]([O:30][C:31](=[O:36])/[CH:32]=[C:33](\[NH2:35])/[CH3:34])[CH3:29]>C(O)C>[CH2:28]([O:30][C:31]([C:32]1[CH:6]([C:5]2[CH:4]=[C:3]([O:2][CH3:1])[C:10]([O:11][CH3:12])=[C:9]([O:13][CH3:14])[CH:8]=2)[C:19]([C:18]([O:17][CH2:15][CH3:16])=[O:27])=[C:20]([C:22]([O:24][CH2:25][CH3:26])=[O:23])[NH:35][C:33]=1[CH3:34])=[O:36])[CH3:29]. Product: C(C)OC(=O)C1=C(NC(=C(C1C1=CC(=C(C(=C1)OC)OC)OC)C(=O)OCC)C(=O)OCC)C (2-Methyl-4-(3',4',5'-trimethoxyphenyl)-1,4-dihydropyridine-3,5,6-tricarboxylic acid triethyl ester). Run in C(C)O (ethanol). Procedure details: 11.8 g of 3,4,5-trimethoxybenzaldehyde, 14 g of oxalacetic acid diethyl ester and 7.8 g of β-aminocrotonic acid ethyl ester in 30 ccs of ethanol are heated to the boil overnight and light yellow crystals of melting point 134° are obtained. The reactants are CCCCC12CCC(=O)C(c3ccc(OS(=O)(=O)C(F)(F)F)cc3)=C1c1ccc(OC)cc1C2, CCCC[Sn](C=CC(=O)OC)(CCCC)CCCC, CN(C)C=O, [Cl-], [Li+]. Yields the product CCCCC12CCC(=O)C(c3ccc(C=CC(=O)OC)cc3)=C1c1ccc(OC)cc1C2. RXN SMILES: [CH2:1]([CH2:2][CH2:3][CH3:4])[C:5]12[CH2:6][c:7]3[cH:8][c:9]([O:33][CH3:34])[cH:10][cH:11][c:12]3[C:13]1=[C:14]([c:19]1[cH:20][cH:21][c:22]([O:25][S:26]([C:27]([F:28])([F:29])[F:30])(=[O:31])=[O:32])[cH:23][cH:24]1)[C:15](=[O:18])[CH2:16][CH2:17]2.[CH2:35]([Sn:36]([CH2:37][CH2:38][CH2:39][CH3:46])([CH:40]=[CH:41][C:42](=[O:43])[O:44][CH3:45])[CH2:47][CH2:48][CH2:49][CH3:50])[CH2:51][CH2:52][CH3:53].[CH3:56][N:57]([CH3:58])[CH:59]=[O:60].[Cl-:55].[Li+:54]>>[CH2:1]([CH2:2][CH2:3][CH3:4])[C:5]12[CH2:6][c:7]3[cH:8][c:9]([O:33][CH3:34])[cH:10][cH:11][c:12]3[C:13]1=[C:14]([c:19]1[cH:20][cH:21][c:22]([CH:40]=[CH:41][C:42](=[O:43])[O:44][CH3:45])[cH:23][cH:24]1)[C:15](=[O:18])[CH2:16][CH2:17]2. The reactants are CC(C)=CCCC(C)=CCO, Cc1ccccc1, O=c1[nH]c(Cl)ncc1F, [Na]. The product is CC(C)=CCCC(C)=CCOc1ncc(F)c(=O)[nH]1. RXN SMILES: [CH3:1][C:2](=[CH:3][CH2:4][OH:5])[CH2:6][CH2:7][CH:8]=[C:9]([CH3:10])[CH3:11].[CH3:22][c:23]1[cH:24][cH:25][cH:26][cH:27][cH:28]1.[Cl:13][c:14]1[n:15][cH:16][c:17]([F:21])[c:18](=[O:20])[nH:19]1.[Na:12]>>[CH3:1][C:2](=[CH:3][CH2:4][O:5][c:14]1[n:15][cH:16][c:17]([F:21])[c:18](=[O:20])[nH:19]1)[CH2:6][CH2:7][CH:8]=[C:9]([CH3:10])[CH3:11]. The reactants are N1N=NN=C1 (tetrazole), CC1=CN(C(=O)NC1=O)C2CC(C(O2)COC(C3=CC=CC=C3)(C4=CC=C(C=C4)OC)C5=CC=C(C=C5)OC)O (5'-O-Dimethoxytritylthymidine), COP(Cl)Cl (CH3OPCl2), N1=C(C=C(C=C1C)C)C (collidine). Run in O1CCCC1 (tetrahydrofuran), O1CCCC1 (tetrahydrofuran), O1CCCC1 (tetrahydrofuran). Reaction conditions: time 15 minute. Yields the product Cl.N1=C(C=C(C=C1C)C)C (collidine hydrochloride). RXN SMILES: CC1C(=O)NC(=O)N(C2OC(COC(C3C=CC(OC)=CC=3)(C3C=CC(OC)=CC=3)C3C=CC=CC=3)C(O)C2)C=1.COP(Cl)[Cl:44].[N:46]1[C:51]([CH3:52])=[CH:50][C:49]([CH3:53])=[CH:48][C:47]=1[CH3:54].N1C=NN=N1>O1CCCC1>[ClH:44].[N:46]1[C:51]([CH3:52])=[CH:50][C:49]([CH3:53])=[CH:48][C:47]=1[CH3:54] |f:5.6|. Procedure details: 5'-O-Dimethoxytritylthymidine (1.6 g, 2.9 mmol) in anhydrous tetrahydrofuran (5 ml) was added dropwise to a well stirred solution at -78° of CH3OPCl2 (0.33 ml, 2.5 mmol) and collidine (1.86 ml, 14.1 mmol) in anhydrous tetrahydrofuran (5 ml). A white precipitate formed during the addition. The mixture was stirred for 15 min at -78° and then filtered through a sintered glass funnel to remove collidine hydrochloride. The collidine hydrochloride was washed with dry tetrahydrofuran (1 ml). The filtra... Isolated yield 282.3%. Procedure: To a cooled (0° C.) solution of (R)-methyl 5-(sec-butylamino)-4-cyano-2-methylbenzoate (300 mg, 1.22 mmol) in DMSO (1.5 mL) was added 30% hydrogen peroxide solution (258 μL, 8.96 mmol) and potassium carbonate (56 mg, 0.402 mmol). The reaction mixture was allowed to warm to room temperature and stirred for 4 h, at which time it was concentrated in vacuo. The residue was purified by flash chromatography (100% hexanes to 10% ethyl acetate in hexanes) to afford (R)-methyl 5-(sec-butylamino)-4-(amino... Starting materials: OO (hydrogen peroxide), C([O-])([O-])=O.[K+].[K+] (potassium carbonate), [C@@H](C)(CC)NC=1C(=CC(=C(C(=O)OC)C1)C)C#N ((R)-methyl 5-(sec-butylamino)-4-cyano-2-methylbenzoate). Conditions: time 4 hour. RXN SMILES: [C@H:1]([NH:5][C:6]1[C:7]([C:17]#[N:18])=[CH:8][C:9]([CH3:16])=[C:10]([CH:15]=1)[C:11]([O:13][CH3:14])=[O:12])([CH2:3][CH3:4])[CH3:2].OO.C(=O)([O-])[O-:22].[K+].[K+]>CS(C)=O>[C@H:1]([NH:5][C:6]1[C:7]([C:17]([NH2:18])=[O:22])=[CH:8][C:9]([CH3:16])=[C:10]([CH:15]=1)[C:11]([O:13][CH3:14])=[O:12])([CH2:3][CH3:4])[CH3:2] |f:2.3.4|. Yields the product [C@@H](C)(CC)NC=1C(=CC(=C(C(=O)OC)C1)C)C(=O)N ((R)-methyl 5-(sec-butylamino)-4-(aminocarbonyl)-2-methylbenzoate). Run in CS(=O)C (DMSO). The solvent is C1=CC=CC=C1 (benzene). Procedure details: 3 gm of 2-Amino-3-bromo-5-carbethoxy-N,N-diethyl-benzylamine were dissolved in 30 ml of benzene, and the solution was heated for 30 minutes with 3 ml of butyric acid chloride at 50° C. Thereafter, the mixture was evaporated to dryness in vacuo, and the residue was purified by chromatography on silicagel (eluant: benzene/ethyl acetate = 6:1), yielding 3-bromo-2-butyrylamino-5-carbethoxy-N,N-diethyl-benzylamine, which was converted into its hydrochloride, m.p. 134° C, with ethanolic hydrochloric a... The product is BrC=1C(=C(CN(CC)CC)C=C(C1)C(=O)OCC)NC(CCC)=O (3-bromo-2-butyrylamino-5-carbethoxy-N,N-diethyl-benzylamine). The reactants are NC1=C(CN(CC)CC)C=C(C=C1Br)C(=O)OCC (2-Amino-3-bromo-5-carbethoxy-N,N-diethyl-benzylamine), C(CCC)(=O)Cl (butyric acid chloride). Reaction SMILES: [NH2:1][C:2]1[C:13]([Br:14])=[CH:12][C:11]([C:15]([O:17][CH2:18][CH3:19])=[O:16])=[CH:10][C:3]=1[CH2:4][N:5]([CH2:8][CH3:9])[CH2:6][CH3:7].[C:20](Cl)(=[O:24])[CH2:21][CH2:22][CH3:23]>C1C=CC=CC=1>[Br:14][C:13]1[C:2]([NH:1][C:20](=[O:24])[CH2:21][CH2:22][CH3:23])=[C:3]([CH:10]=[C:11]([C:15]([O:17][CH2:18][CH3:19])=[O:16])[CH:12]=1)[CH2:4][N:5]([CH2:8][CH3:9])[CH2:6][CH3:7]. Yield: 75.0%. Reactants: O1[C@]23[C@@H]1C[C@H]1[C@@H]4CC[C@@H]([C@@]4(C)CC[C@@H]1[C@]3(CCC(C2(C)C)=O)C)O (5α,6α-epoxy-17β-hydroxy-4,4-dimethylandrostan-3-one), Cl.Cl.N1C[C@@H](CC1)ON (3-(R)-pyrrolidinyloxyamine dihydrochloride). Reaction SMILES: [O:1]1[C@H:3]2[CH2:4][C@@H:5]3[C@@H:14]([C@@:15]4([CH3:23])[CH2:16][CH2:17][C:18](=O)[C:19]([CH3:21])([CH3:20])[C@:2]124)[CH2:13][CH2:12][C@@:10]1([CH3:11])[C@H:6]3[CH2:7][CH2:8][C@@H:9]1[OH:24].[ClH:25].Cl.[NH:27]1[CH2:31][CH2:30][C@@H:29]([O:32][NH2:33])[CH2:28]1>>[ClH:25].[NH:27]1[CH2:31][CH2:30][C@@H:29]([O:32]/[N:33]=[C:18]2/[C:19]([CH3:21])([CH3:20])[C@:2]34[O:1][C@H:3]3[CH2:4][C@@H:5]3[C@@H:14]([C@@:15]4([CH3:23])[CH2:16][CH2:17]/2)[CH2:13][CH2:12][C@@:10]2([CH3:11])[C@H:6]3[CH2:7][CH2:8][C@@H:9]2[OH:24])[CH2:28]1 |f:1.2.3,4.5|. Yields the product Cl.N1C[C@@H](CC1)O\N=C/1\C([C@]23[C@H](C[C@H]4[C@@H]5CC[C@@H]([C@@]5(C)CC[C@@H]4[C@]2(CC1)C)O)O3)(C)C ((E)-3-[3-(R)-Pyrrolidinyl]oxyimino-4,4-dimethyl-5α,6α-epoxyandrostan-17β-ol hydrochloride). Procedure details: Prepared in 75% yield (51 mg) as described in Example 2 starting from 5α,6α-epoxy-17β-hydroxy-4,4-dimethylandrostan-3-one, (Preparation 8, 50 mg) and 3-(R)-pyrrolidinyloxyamine dihydrochloride (Preparation 12, 105 mg). Reactants: C1COCCN1, CN(C)P(=O)(N(C)C)N(C)C, CCc1nn(C)c(Cl)c1C=O, O. Yields the product CCc1nn(C)c(N2CCOCC2)c1C=O. RXN SMILES: [CH2:1]1[CH2:2][O:3][CH2:4][CH2:5][NH:6]1.[CH3:18][N:19]([CH3:20])[P:21]([N:22]([CH3:23])[CH3:24])([N:25]([CH3:26])[CH3:27])=[O:28].[Cl:7][c:8]1[c:9]([CH:16]=[O:17])[c:10]([CH2:14][CH3:15])[n:11][n:12]1[CH3:13].[OH2:29]>>[CH2:1]1[CH2:2][O:3][CH2:4][CH2:5][N:6]1[c:8]1[c:9]([CH:16]=[O:17])[c:10]([CH2:14][CH3:15])[n:11][n:12]1[CH3:13].